From a dataset of the Open Reaction Database (ORD), a public repository of structured organic reaction records. describe an organic reaction: reactants, conditions, products, and yield Run at time 3 hour. The reactants are CC1=C(CN2CCN(CC2)C)C=CC=C1[N+](=O)[O-] (1-(2-Methyl-3-nitrobenzyl)-4-methylpiperazine), CCO (EtOH). As a reaction SMILES: [CH3:1][C:2]1[C:15]([N+:16]([O-])=O)=[CH:14][CH:13]=[CH:12][C:3]=1[CH2:4][N:5]1[CH2:10][CH2:9][N:8]([CH3:11])[CH2:7][CH2:6]1.CCO>CO.[Pd]>[CH3:1][C:2]1[C:3]([CH2:4][N:5]2[CH2:6][CH2:7][N:8]([CH3:11])[CH2:9][CH2:10]2)=[CH:12][CH:13]=[CH:14][C:15]=1[NH2:16]. The reagents and catalysts are [Pd] (Pd/C). Run in CO (MeOH). Procedure: 1-(2-Methyl-3-nitrobenzyl)-4-methylpiperazine (1.2 g, 4.8 mmol) was dissolved in 50 ml of MeOH, and to this was added a slurry of 10% Pd/C in a minimal amount of EtOH. The reaction mixture was evacuated and purged with H2, and then stirred at room temperature for 3 hours. The mixture was purged with N2 for 30 minutes and then filtered through a pad of celite. Solvent evaporation afforded 2-methyl-3-((4-methylpiperazin-1-yl)methyl)benzeneamine. The product is CC1=C(C=CC=C1CN1CCN(CC1)C)N (2-methyl-3-((4-methylpiperazin-1-yl)methyl)benzeneamine). The reactants are CO, CCOC(=O)c1cc(=O)[nH]n1-c1ncccc1Cl, [Na+], [OH-], O. Yields the product O=C(O)c1cc(=O)[nH]n1-c1ncccc1Cl. As a reaction SMILES: [CH3:22][OH:23].[Cl:1][c:2]1[c:3](-[n:8]2[nH:9][c:10](=[O:18])[cH:11][c:12]2[C:13](=[O:14])[O:15][CH2:16][CH3:17])[n:4][cH:5][cH:6][cH:7]1.[Na+:21].[OH-:20].[OH2:19]>>[Cl:1][c:2]1[c:3](-[n:8]2[nH:9][c:10](=[O:18])[cH:11][c:12]2[C:13](=[O:14])[OH:15])[n:4][cH:5][cH:6][cH:7]1.